describe an organic reaction: reactants, conditions, products, and yield From a dataset of the Open Reaction Database (ORD), a public repository of structured organic reaction records. Starting materials: C(C)(=O)OCC1=C(C=C(C=C1N1C(C2=C(CC1)C1=C(S2)CCCC1)=O)F)B1OC(C(O1)(C)C)(C)C (2-(4,4,5,5-Tetramethyl-[1,3,2]dioxaborolan-2-yl)-4-fluoro-6-(1-oxo-3,4,5,6,7,8-hexahydrobenzothieno[2,3-c]pyridin-2(1H)-yl)benzyl Acetate), ClC=1C=C(C=2N(N1)C=CN2)NC2=NC=C(C=C2)N2CCN(CC2)C2COC2 (6-chloro-N-(5-(4-(oxetan-3-yl)piperazin-1-yl)pyridin-2-yl)imidazo[1,2-b]pyridazin-8-amine), C1(CCCCC1)P(C1CCCCC1)C1CCCCC1 (tricyclohexylphosphine), C(=O)([O-])[O-].[Cs+].[Cs+] (Cs2CO3). Reagents/catalysts: C=1C=CC(=CC1)/C=C/C(=O)/C=C/C2=CC=CC=C2.C=1C=CC(=CC1)/C=C/C(=O)/C=C/C2=CC=CC=C2.C=1C=CC(=CC1)/C=C/C(=O)/C=C/C2=CC=CC=C2.[Pd].[Pd] (Pd2(dba)3). The solvent is O1CCOCC1 (dioxane). Conditions: temperature 110 celsius. The product is FC=1C=C(C(=C(C1)N1CCC=2C=3CCCCC3SC2C1=O)CO)C=1C=C(C=2N(N1)C=CN2)NC2=NC=C(C=C2)N2CCN(CC2)C2COC2 (5-[5-Fluoro-2-(hydroxymethyl)-3-(8-(5-(4-(oxetan-3-yl)piperazin-1-yl)pyridin-2-ylamino)imidazo[1,2-b]pyridazin-6-yl)phenyl]-8-thia-5-azatricyclo[7.4.0.02,7]trideca-1(9),2(7)-dien-6-one). The yield is 19.7%. Reaction SMILES: C([O:4][CH2:5][C:6]1[C:11]([N:12]2[CH2:17][CH2:16][C:15]3[C:18]4[CH2:24][CH2:23][CH2:22][CH2:21][C:19]=4[S:20][C:14]=3[C:13]2=[O:25])=[CH:10][C:9]([F:26])=[CH:8][C:7]=1B1OC(C)(C)C(C)(C)O1)(=O)C.Cl[C:37]1[CH:38]=[C:39]([NH:46][C:47]2[CH:52]=[CH:51][C:50]([N:53]3[CH2:58][CH2:57][N:56]([CH:59]4[CH2:62][O:61][CH2:60]4)[CH2:55][CH2:54]3)=[CH:49][N:48]=2)[C:40]2[N:41]([CH:43]=[CH:44][N:45]=2)[N:42]=1.C1(P(C2CCCCC2)C2CCCCC2)CCCCC1.C([O-])([O-])=O.[Cs+].[Cs+]>C1C=CC(/C=C/C(/C=C/C2C=CC=CC=2)=O)=CC=1.C1C=CC(/C=C/C(/C=C/C2C=CC=CC=2)=O)=CC=1.C1C=CC(/C=C/C(/C=C/C2C=CC=CC=2)=O)=CC=1.[Pd].[Pd].O1CCOCC1>[F:26][C:9]1[CH:8]=[C:7]([C:37]2[CH:38]=[C:39]([NH:46][C:47]3[CH:52]=[CH:51][C:50]([N:53]4[CH2:58][CH2:57][N:56]([CH:59]5[CH2:62][O:61][CH2:60]5)[CH2:55][CH2:54]4)=[CH:49][N:48]=3)[C:40]3[N:41]([CH:43]=[CH:44][N:45]=3)[N:42]=2)[C:6]([CH2:5][OH:4])=[C:11]([N:12]2[C:13](=[O:25])[C:14]3[S:20][C:19]4[CH2:21][CH2:22][CH2:23][CH2:24][C:18]=4[C:15]=3[CH2:16][CH2:17]2)[CH:10]=1 |f:3.4.5,6.7.8.9.10|. Procedure: A sealed tube equipped with a magnetic stirrer was charged with (4-fluoro-2-{6-oxo-8-thia-5-azatricyclo[7.4.0.02,7]trideca-1(9),2(7)-dien-5-yl}-6-(4,4,5,5-tetramethyl-1,3,2-dioxaborolan-2-yl)phenyl)methyl acetate 103g (200 mg, 0.44 mmol), 6-chloro-N-(5-(4-(oxetan-3-yl)piperazin-1-yl)pyridin-2-yl)imidazo[1,2-b]pyridazin-8-amine 108a (155 mg, 0.44 mmol), tricyclohexylphosphine (112 mg, 0.4 mmol), Pd2(dba)3 (28 mg, 0.024 mmol), Cs2CO3 (261 mg, 0.8 mmol), and dioxane (25 mL). After three cycles of v... Starting materials: O=C([O-])[O-], CI, O=C(c1ccc(Cl)cc1)c1ccc(Cn2ccc3c(Cl)n[nH]c(=O)c32)cc1, [K+], [K+], CN(C)C=O, O. Product: Cn1nc(Cl)c2ccn(Cc3ccc(C(=O)c4ccc(Cl)cc4)cc3)c2c1=O. Reaction SMILES: [C:28](=[O:29])([O-:30])[O-:31].[CH3:34][I:35].[Cl:1][c:2]1[cH:3][cH:4][c:5]([C:6](=[O:7])[c:8]2[cH:9][cH:10][c:11]([CH2:12][n:13]3[cH:14][cH:15][c:16]4[c:17]3[c:18](=[O:23])[nH:19][n:20][c:21]4[Cl:22])[cH:24][cH:25]2)[cH:26][cH:27]1.[K+:32].[K+:33].[O:36]=[CH:37][N:38]([CH3:39])[CH3:40].[OH2:41]>>[Cl:1][c:2]1[cH:3][cH:4][c:5]([C:6](=[O:7])[c:8]2[cH:9][cH:10][c:11]([CH2:12][n:13]3[cH:14][cH:15][c:16]4[c:17]3[c:18](=[O:23])[n:19]([CH3:28])[n:20][c:21]4[Cl:22])[cH:24][cH:25]2)[cH:26][cH:27]1.